This data is from the Open Reaction Database (ORD), a public repository of structured organic reaction records. The task is: describe an organic reaction: reactants, conditions, products, and yield Starting materials: C(C)OC(=O)C=1C2=C(SC1NC(=O)OC(C)(C)C)C=C(C=C2)C2=CC=C(C=C2)F (2-tert-Butoxycarbonylamino-6-(4-fluoro-phenyl)-benzo[b]thiophene-3-carboxylic Acid Ethyl Ester), [OH-].[K+] (KOH), resultant mixture. The solvent is Cl (HCl), C(C)O.O (ethanol water). Yields the product C(C)(C)(C)OC(=O)NC1=C(C2=C(S1)C=C(C=C2)C2=CC=C(C=C2)F)C(=O)O (2-tert-Butoxycarbonylamino-6-(4-fluoro-phenyl)-benzo[b]thiophene-3-carboxylic Acid). Isolated yield 82.9%. As a reaction SMILES: C([O:3][C:4]([C:6]1[C:7]2[CH:22]=[CH:21][C:20]([C:23]3[CH:28]=[CH:27][C:26]([F:29])=[CH:25][CH:24]=3)=[CH:19][C:8]=2[S:9][C:10]=1[NH:11][C:12]([O:14][C:15]([CH3:18])([CH3:17])[CH3:16])=[O:13])=[O:5])C.[OH-].[K+]>C(O)C.O.Cl>[C:15]([O:14][C:12]([NH:11][C:10]1[S:9][C:8]2[CH:19]=[C:20]([C:23]3[CH:28]=[CH:27][C:26]([F:29])=[CH:25][CH:24]=3)[CH:21]=[CH:22][C:7]=2[C:6]=1[C:4]([OH:5])=[O:3])=[O:13])([CH3:18])([CH3:16])[CH3:17] |f:1.2,3.4|. Procedure details: A solution of 1f (80 mg, 0.193 mmol) in ethanol/water (1:1, 10 mL) was mixed with KOH (21.6 mg, 0.39 mmol). The resultant mixture was heated at 60° C. for 1 h, diluted with HCl (30 mL, 1N), and extracted with ethyl acetate (30 mL, 3×). The combined organic phases were dried over MgSO4, filtered, and concentrated to afford the title compound (62 mg, 84%) as a white solid: MS (ES) m/z 388 (M+H)+. The reactants are C1CCOC1, Cc1ccccc1, O=C=NCc1ccc(Cl)cc1Cl, COC(=O)c1cc2c(N)cccc2cn1. Product: COC(=O)c1cc2c(NC(=O)NCc3ccc(Cl)cc3Cl)cccc2cn1. Reaction SMILES: [CH2:35]1[O:36][CH2:37][CH2:38][CH2:39]1.[CH3:16][c:17]1[cH:18][cH:19][cH:20][cH:21][cH:22]1.[Cl:23][c:24]1[c:25]([CH2:31][N:32]=[C:33]=[O:34])[cH:26][cH:27][c:28]([Cl:30])[cH:29]1.[NH2:1][c:2]1[c:3]2[cH:4][c:5]([C:12](=[O:13])[O:14][CH3:15])[n:6][cH:7][c:8]2[cH:9][cH:10][cH:11]1>>[NH:1]([c:2]1[c:3]2[cH:4][c:5]([C:12](=[O:13])[O:14][CH3:15])[n:6][cH:7][c:8]2[cH:9][cH:10][cH:11]1)[C:33]([NH:32][CH2:31][c:25]1[c:24]([Cl:23])[cH:29][c:28]([Cl:30])[cH:27][cH:26]1)=[O:34]. The product is ClC1=CC=C(C(=N1)OC)C(C1=CC=CC=C1)O (6-Chloro-3-(α-hydroxybenzyl)-2-methoxypyridine). Run at time 1 hour. Reported procedure: 100 ml of a pentane solution containing 1.56 mol of tert-butyllithium was slowly added dropwise into a solution of 200 ml of tetrahydrofuran containing 11.9 ml of 2-bromomesitylene at −78° C. under cooling. After stirring at the same temperature for one hour, 7.2 ml of 2-chloro-6-methoxypyridine was slowly added dropwise thereinto. After stirring under ice-cooling for one hour and then at room temperature for one hour, 8.5 ml of benzaldehyde was added thereto under ice-cooling, followed by stirr... Reaction SMILES: C([Li])(C)(C)C.BrC1C(C)=CC(C)=CC=1C.[Cl:16][C:17]1[CH:22]=[CH:21][CH:20]=[C:19]([O:23][CH3:24])[N:18]=1.[CH:25](=[O:32])[C:26]1[CH:31]=[CH:30][CH:29]=[CH:28][CH:27]=1>O.O1CCCC1.CCCCC>[Cl:16][C:17]1[N:18]=[C:19]([O:23][CH3:24])[C:20]([CH:25]([OH:32])[C:26]2[CH:31]=[CH:30][CH:29]=[CH:28][CH:27]=2)=[CH:21][CH:22]=1. The reactants are C(C)(C)(C)[Li] (tert-butyllithium), C(C1=CC=CC=C1)=O (benzaldehyde), ClC1=NC(=CC=C1)OC (2-chloro-6-methoxypyridine), BrC1=C(C=C(C=C1C)C)C (2-bromomesitylene). Solvent: CCCCC (pentane), O (Water), O1CCCC1 (tetrahydrofuran). The product is FC(C(=O)OI(C(C(C(C(C(C(C(C(F)(F)F)(F)F)(F)F)(F)F)(F)F)(F)F)(F)F)(F)F)OC(C(F)(F)F)=O)(F)F (di(trifluoroacetoxy)iodoheptadecafluoro-n-octane). Starting materials: OO (hydrogen peroxide), FC(C(=O)OC(C(F)(F)F)=O)(F)F (trifluoroacetic anhydride), FC(C(C(C(C(C(C(F)(F)I)(F)F)(F)F)(F)F)(F)F)(F)F)(C(F)(F)F)F (heptadecafluoro-n-octyl iodide). Reported procedure: 1.3 ml (9.3 mmols) of trifluoroacetic anhydride was dissolved in 3.3 ml of trifluoroacetic acid, and 0.175 ml of a 30% hydrogen peroxide solution (H2O2, 1.71 mmol and H2O, 7.55 mmols) was added dropwise thereto while cooling in an ice bath. After completion of the addition, the mixture was stirred for 1.5 hour and 1.55 mmol of heptadecafluoro-n-octyl iodide was added and the mixture was allowed to react at 0° to 5° C. for 18 hours to obtain di(trifluoroacetoxy)iodoheptadecafluoro-n-octane in 66%... Run at time 1.5 hour. Yield: 66.0%. The solvent is FC(C(=O)O)(F)F (trifluoroacetic acid). RXN SMILES: FC(F)(F)C([O:5][C:6](=[O:11])[C:7]([F:10])([F:9])[F:8])=O.OO.[F:16][C:17]([F:41])([C:37]([F:40])([F:39])[F:38])[C:18]([F:36])([F:35])[C:19]([F:34])([F:33])[C:20]([F:32])([F:31])[C:21]([F:30])([F:29])[C:22]([F:28])([F:27])[C:23]([I:26])([F:25])[F:24]>FC(F)(F)C(O)=O>[F:8][C:7]([F:10])([F:9])[C:6]([O:11][I:26]([O:5][C:6](=[O:11])[C:7]([F:8])([F:9])[F:10])[C:23]([F:25])([F:24])[C:22]([F:28])([F:27])[C:21]([F:30])([F:29])[C:20]([F:32])([F:31])[C:19]([F:33])([F:34])[C:18]([F:36])([F:35])[C:17]([F:41])([F:16])[C:37]([F:38])([F:39])[F:40])=[O:5]. Reactants: CCC(Nc1nccc(-c2ccc(OC)cc2C)c1[N+](=O)[O-])C1CC1, [NH4+], [Na+], [Na+], C1COCCO1, [OH-], O, O=S([O-])S(=O)[O-]. Yields the product CCC(Nc1nccc(-c2ccc(OC)cc2C)c1N)C1CC1. As a reaction SMILES: [CH:1]1([CH:4]([CH2:5][CH3:6])[NH:7][c:8]2[n:9][cH:10][cH:11][c:12](-[c:17]3[c:18]([CH3:25])[cH:19][c:20]([O:23][CH3:24])[cH:21][cH:22]3)[c:13]2[N+:14]([O-:15])=[O:16])[CH2:2][CH2:3]1.[NH4+:27].[Na+:34].[Na+:35].[O:36]1[CH2:37][CH2:38][O:39][CH2:40][CH2:41]1.[OH-:26].[OH2:42].[S:28]([S:29]([O-:30])=[O:31])([O-:32])=[O:33]>>[CH:1]1([CH:4]([CH2:5][CH3:6])[NH:7][c:8]2[n:9][cH:10][cH:11][c:12](-[c:17]3[c:18]([CH3:25])[cH:19][c:20]([O:23][CH3:24])[cH:21][cH:22]3)[c:13]2[NH2:14])[CH2:2][CH2:3]1.